Dataset: the Open Reaction Database (ORD), a public repository of structured organic reaction records. Task: describe an organic reaction: reactants, conditions, products, and yield Starting materials: FC1=C(C=C(C=C1)CO)OC ((4-fluoro-3-methoxyphenyl)methanol), Cl (hydrochloric acid), N1C=NC=C1 (imidazole), C(C)(C)(C)[Si](C1=CC=CC=C1)(C1=CC=CC=C1)Cl (t-butyl-chlorodiphenylsilane). Solvent: CN(C)C=O (DMF), C(C)(=O)OCC (ethyl acetate). Conditions: time 8 hour. The product is C(C)(C)(C)[Si](C1=CC=CC=C1)(C1=CC=CC=C1)OCC1=CC(=C(C=C1)F)OC (t-butyl-(4-fluoro-3-methoxybenzyloxy)diphenylsilane). As a reaction SMILES: [F:1][C:2]1[CH:7]=[CH:6][C:5]([CH2:8][OH:9])=[CH:4][C:3]=1[O:10][CH3:11].N1C=CN=C1.[C:17]([Si:21](Cl)([C:28]1[CH:33]=[CH:32][CH:31]=[CH:30][CH:29]=1)[C:22]1[CH:27]=[CH:26][CH:25]=[CH:24][CH:23]=1)([CH3:20])([CH3:19])[CH3:18].Cl>CN(C=O)C.C(OCC)(=O)C>[C:17]([Si:21]([O:9][CH2:8][C:5]1[CH:6]=[CH:7][C:2]([F:1])=[C:3]([O:10][CH3:11])[CH:4]=1)([C:28]1[CH:33]=[CH:32][CH:31]=[CH:30][CH:29]=1)[C:22]1[CH:23]=[CH:24][CH:25]=[CH:26][CH:27]=1)([CH3:20])([CH3:18])[CH3:19]. Procedure details: After dissolving 9.17 g of (4-fluoro-3-methoxyphenyl)methanol [CAS No. 128495-45-4] in 100 ml of DMF, 5 g of imidazole and 17 g of t-butyl-chlorodiphenylsilane were added and the mixture was stirred overnight at room temperature. Next, 1N hydrochloric acid was added to the reaction mixture, and extraction was performed with ethyl acetate. The organic layer was dried over anhydrous magnesium sulfate. The desiccating agent was filtered off and the filtrate was concentrated under reduced pressure. ... Reactants: ClCCC(=O)NC1=C(C=C(C=C1)OC)C (3-chloro-N-(4-methoxy-2-methylphenyl)propaneamide), [Cl-].[Al+3].[Cl-].[Cl-] (aluminum chloride). Run in CCCCCCC (n-heptane), C(Cl)(Cl)Cl (chloroform). Reaction conditions: temperature 110 celsius, time 4 day. Product: OC=1C=C2CCC(NC2=C(C1)C)=O (6-hydroxy-8-methyl-3,4-dihydroquinolin-2(1H)-one). Yield: 42.7%. Reaction SMILES: Cl[CH2:2][CH2:3][C:4]([NH:6][C:7]1[CH:12]=[CH:11][C:10]([O:13]C)=[CH:9][C:8]=1[CH3:15])=[O:5].[Cl-].[Al+3].[Cl-].[Cl-]>CCCCCCC.C(Cl)(Cl)Cl>[OH:13][C:10]1[CH:11]=[C:12]2[C:7](=[C:8]([CH3:15])[CH:9]=1)[NH:6][C:4](=[O:5])[CH2:3][CH2:2]2 |f:1.2.3.4|. Reported procedure: A suspension of 3-chloro-N-(4-methoxy-2-methylphenyl)propaneamide (0.50 g, synthesized from 3-chlorobutyryl chloride and 4-methoxy-2-methylaniline) and aluminum chloride (1.4 g) in n-heptane (4.0 mL) was stirred at 110° C. for 4 days. The reaction mixture was diluted with chloroform, followed by addition of ice-cold water under ice cooling. After stirring at room temperature for 1 hour, the organic layer and the aqueous layer were separated. The aqueous layer was extracted with ethyl acetate, an...